From a dataset of the Open Reaction Database (ORD), a public repository of structured organic reaction records. describe an organic reaction: reactants, conditions, products, and yield The reactants are CC(=O)OO, CC(=O)O, Fc1cccc(Oc2cccnc2)c1. The product is [O-][n+]1cccc(Oc2cccc(F)c2)c1. As a reaction SMILES: [C:15]([O:16][OH:18])(=[O:17])[CH3:19].[CH3:20][C:21](=[O:22])[OH:23].[F:1][c:2]1[cH:3][c:4]([O:5][c:6]2[cH:7][n:8][cH:9][cH:10][cH:11]2)[cH:12][cH:13][cH:14]1>>[F:1][c:2]1[cH:3][c:4]([O:5][c:6]2[cH:7][n+:8]([O-:17])[cH:9][cH:10][cH:11]2)[cH:12][cH:13][cH:14]1. The reactants are CC1(OC(=CC1=O)C)C (2,2,5-trimethyl-3(2H)-furanone), C(#N)C1=CC=C(C=O)C=C1 (4-cyanobenzaldehyde), [OH-].[Na+] (sodium hydroxide). Run in C(C)O (ethanol), [Cl-].[Na+] (sodium chloride). Product: CC1(OC(=CC1=O)C=CC1=CC=C(C#N)C=C1)C (4-[2-(2,3-Dihydro-2,2-dimethyl-3-oxo-5-furanyl)ethenyl]benzonitrile). The yield is 52.7%. Reaction SMILES: [CH3:1][C:2]1([CH3:9])[C:6](=[O:7])[CH:5]=[C:4]([CH3:8])[O:3]1.[C:10]([C:12]1[CH:19]=[CH:18][C:15]([CH:16]=O)=[CH:14][CH:13]=1)#[N:11].[OH-].[Na+]>C(O)C.[Cl-].[Na+]>[CH3:1][C:2]1([CH3:9])[C:6](=[O:7])[CH:5]=[C:4]([CH:8]=[CH:16][C:15]2[CH:18]=[CH:19][C:12]([C:10]#[N:11])=[CH:13][CH:14]=2)[O:3]1 |f:2.3,5.6|. Procedure: A solution of 2,2,5-trimethyl-3(2H)-furanone (1.5 g, 11.9 mM), 4-cyanobenzaldehyde (1.7 g, 13.1 mM) and 1N aqueous sodium hydroxide (1.2 mL, 1.2 mM) in ethanol (50 mL) was stirred 24 hours at room temperature. The reaction mixture was diluted with saturated aqueous sodium chloride (200 mL) and extracted with diethyl ether (3×100 mL). The combined ethereal extracts were washed with saturated aqueous sodium chloride (50 mL), dried over MgSO4, filtered and concentrated under reduced pressure to giv... Reactants: CC(C)(OC(=O)N[C@H](C(=O)O)C12CC3(CC(CC(C1)C3)C2)O)C ((αS)-α-[[(1,1-dimethylethoxy)carbonyl]-amino]-3-hydroxytricyclo[3.3.1.13,7]decane-1-acetic acid), OC12CC3(CC(CC(C1)C3)C2)C(C(=O)O)=O (3-hydroxy-α-oxotricyclo[3.3.1.13,7]-decane-1-acetic acid). Yields the product N[C@H](C(=O)O)C12CC3(CC(CC(C1)C3)C2)O ((αS)-α-amino-3-hydroxytricyclo[3.3.1.13,7]decane-1-acetic acid). RXN SMILES: CC(C)(OC([NH:7][C@@H:8]([C:12]12[CH2:21][CH:16]3[CH2:17][CH:18]([CH2:20][C:14]([OH:22])([CH2:15]3)[CH2:13]1)[CH2:19]2)[C:9]([OH:11])=[O:10])=O)C.OC12CC3CC(CC(C(=O)C(O)=O)(C3)C1)C2>>[NH2:7][C@@H:8]([C:12]12[CH2:21][CH:16]3[CH2:17][CH:18]([CH2:20][C:14]([OH:22])([CH2:15]3)[CH2:13]1)[CH2:19]2)[C:9]([OH:11])=[O:10]. Procedure details: U.S. application Ser. No. 10/716,012 filed Nov. 18, 2003 discloses a method for preparing (αS)-α-[[(1,1-dimethylethoxy)carbonyl]-amino]-3-hydroxytricyclo[3.3.1.13,7]decane-1-acetic acid which utilizes 3-hydroxy-α-oxotricyclo[3.3.1.13,7]-decane-1-acetic acid as a starting material and wherein an enzymatic reductive amination is used to prepare and isolate (αS)-α-amino-3-hydroxytricyclo[3.3.1.13,7]decane-1-acetic acid which is converted to the desired product in a separate step. Reaction SMILES: [CH3:1][O:2][C:3]([CH2:4][c:5]1[cH:6][o:7][c:8]2[c:9]1[cH:10][cH:11][c:12]([O:14][CH2:15][c:16]1[cH:17][cH:18][c:19]([O:22][CH2:23][c:24]3[cH:25][cH:26][c:27]([C:30]([F:31])([F:32])[F:33])[cH:28][cH:29]3)[cH:20][cH:21]1)[cH:13]2)=[O:34].[Li+:35].[OH-:36]>>[O:2]=[C:3]([CH2:4][c:5]1[cH:6][o:7][c:8]2[c:9]1[cH:10][cH:11][c:12]([O:14][CH2:15][c:16]1[cH:17][cH:18][c:19]([O:22][CH2:23][c:24]3[cH:25][cH:26][c:27]([C:30]([F:31])([F:32])[F:33])[cH:28][cH:29]3)[cH:20][cH:21]1)[cH:13]2)[OH:34]. Product: O=C(O)Cc1coc2cc(OCc3ccc(OCc4ccc(C(F)(F)F)cc4)cc3)ccc12. The reactants are COC(=O)Cc1coc2cc(OCc3ccc(OCc4ccc(C(F)(F)F)cc4)cc3)ccc12, [Li+], [OH-].